From a dataset of the Open Reaction Database (ORD), a public repository of structured organic reaction records. describe an organic reaction: reactants, conditions, products, and yield Reactants: ClC1=CC2=C(N(C(N2C(C(N2CCN(CC2)C2CCNCC2)=O)C2=CC=CC=C2)=O)S(=O)(=O)C2=CC=C(C=C2)OC)C=C1 (5-Chloro-1-(4-methoxybenzenesulfonyl)-3-[2-oxo-1-phenyl-2-(4-piperidin-4-ylpiperazin-1-yl)ethyl]-1,3-dihydrobenzimidazol-2-one), C(CC)=O (propionaldehyde). Solvent: C1CCOC1 (THF). Reaction conditions: time 8 hour. Yields the product ClC1=CC2=C(N(C(N2C(C(N2CCN(CC2)C2CCN(CC2)CCC)=O)C2=CC=CC=C2)=O)S(=O)(=O)C2=CC=C(C=C2)OC)C=C1 (5-Chloro-1-(4-methoxybenzenesulfonyl)-3-{2-oxo-1-phenyl-2-[4-(1-propylpiperidin-4-yl)piperazin-1-yl]ethyl}-1,3-dihydrobenzimidazol-2-one). RXN SMILES: [Cl:1][C:2]1[CH:43]=[CH:42][C:5]2[N:6]([S:31]([C:34]3[CH:39]=[CH:38][C:37]([O:40][CH3:41])=[CH:36][CH:35]=3)(=[O:33])=[O:32])[C:7](=[O:30])[N:8]([CH:9]([C:24]3[CH:29]=[CH:28][CH:27]=[CH:26][CH:25]=3)[C:10](=[O:23])[N:11]3[CH2:16][CH2:15][N:14]([CH:17]4[CH2:22][CH2:21][NH:20][CH2:19][CH2:18]4)[CH2:13][CH2:12]3)[C:4]=2[CH:3]=1.[CH:44](=O)[CH2:45][CH3:46]>C1COCC1>[Cl:1][C:2]1[CH:43]=[CH:42][C:5]2[N:6]([S:31]([C:34]3[CH:35]=[CH:36][C:37]([O:40][CH3:41])=[CH:38][CH:39]=3)(=[O:33])=[O:32])[C:7](=[O:30])[N:8]([CH:9]([C:24]3[CH:25]=[CH:26][CH:27]=[CH:28][CH:29]=3)[C:10](=[O:23])[N:11]3[CH2:12][CH2:13][N:14]([CH:17]4[CH2:18][CH2:19][N:20]([CH2:44][CH2:45][CH3:46])[CH2:21][CH2:22]4)[CH2:15][CH2:16]3)[C:4]=2[CH:3]=1. Procedure details: A solution of 52 mg (0.08 mmol) of 5-chloro-1-(4-methoxybenzenesulfonyl)-3-[2-oxo-1-phenyl-2-(4-piperidin-4-ylpiperazin-1-yl)-ethyl]-1,3-dihydrobenzimidazol-2-one (Example 128) in 3 ml of THF was mixed with 5.32 mg (0.09 mmol) of propionaldehyde and 70 mg of MP-triacetoxyborohydrde resin (Argonaut, 2.55 mmol/g, 0.17 mmol) and shaken at room temperature overnight. The solid phase reagent was filtered off and washed with dichloromethane. The filtrate was concentrated under reduced pressure. The re... The reactants are [Cl-].C(CCC)[P+](CCCO)(CCCC)CCCC (tri-n-butyl(3-hydroxypropyl)phosphonium chloride), COC1=CC=C(O)C=C1 (hydroquinone monomethyl ether), C(C(=C)C)(=O)Cl (methacryloyl chloride). The solvent is C(C)#N (acetonitrile). Reaction conditions: time 2 hour. Product: [Cl-].C(CCC)[P+](CCCOC(C(=C)C)=O)(CCCC)CCCC (tri-n-butyl(3-methacryloyloxypropyl)-phosphonium chloride). RXN SMILES: [Cl-].[CH2:2]([P+:6]([CH2:15][CH2:16][CH2:17][CH3:18])([CH2:11][CH2:12][CH2:13][CH3:14])[CH2:7][CH2:8][CH2:9][OH:10])[CH2:3][CH2:4][CH3:5].COC1C=CC(O)=CC=1.[C:28]([Cl:33])(=[O:32])[C:29]([CH3:31])=[CH2:30]>C(#N)C>[Cl-:33].[CH2:11]([P+:6]([CH2:2][CH2:3][CH2:4][CH3:5])([CH2:15][CH2:16][CH2:17][CH3:18])[CH2:7][CH2:8][CH2:9][O:10][C:28](=[O:32])[C:29]([CH3:31])=[CH2:30])[CH2:12][CH2:13][CH3:14] |f:0.1,5.6|. Reported procedure: Into a 1 L-four-necked flask equipped with a stirrer, a thermometer and a distillation line, was added the obtained tri-n-butyl(3-hydroxypropyl)phosphonium chloride dissolved in 500 ml of acetonitrile. The solution was heated under a normal pressure while stirring and about 200 ml of acetonitrile was distilled. A condenser having a calcium chloride tube was installed, 1.5 g of hydroquinone monomethyl ether was added as a polymerization inhibitor, and 75.8 g (0.725 mol) of methacryloyl chloride w... The reactants are N[C@@H](CC1=CC(=C(C=C1)O)C(C)(C)C)C(=O)N (Tyr(3-tBu)-NH2), C(C)=O (acetaldehyde), [BH4-].[Na+] (sodium borohydride). Solvent: O (water). The product is N([C@@H](CC1=CC(=C(C=C1)O)C(C)(C)C)C(=O)N)CC (N-Et-Tyr(3-tBu)-NH2). Yield: 72.3%. As a reaction SMILES: [NH2:1][C@H:2]([C:15]([NH2:17])=[O:16])[CH2:3][C:4]1[CH:9]=[CH:8][C:7]([OH:10])=[C:6]([C:11]([CH3:14])([CH3:13])[CH3:12])[CH:5]=1.[CH:18](=O)[CH3:19].[BH4-].[Na+]>O>[NH:1]([CH2:18][CH3:19])[C@H:2]([C:15]([NH2:17])=[O:16])[CH2:3][C:4]1[CH:9]=[CH:8][C:7]([OH:10])=[C:6]([C:11]([CH3:14])([CH3:12])[CH3:13])[CH:5]=1 |f:2.3|. Reported procedure: A mixture of Tyr(3-tBu)-NH2 (1.6 g, 6.8 mmol) and acetaldehyde (7.6 ml, 0.14 mol) was stirred under cooling with ice for 10 min. The reaction mixture was concentrated under reduced pressure under cooling with ice; the thus obtained residue was mixed with methanol (34 ml) and then under cooling with ice with sodium borohydride (0.28 g, 7.4 mmol) and stirred at the same temperature for 15 min. The resultant was mixed with water and extracted with ethyl acetate. The organic layer was washed with wa... Starting materials: C(#N)C1=CC=C(CN2C=NC=C2CCl)C=C1 (1-(4′-cyanobenzyl)-5-chloromethylimidazole), C(C)#N (acetonitrile), C(C)(C)N(CC)C(C)C (diisopropylethyl amine), N1(CCNCC1)C(=O)OCC1=CC=CC=C1 (1-benzyl 1-piperazine carboxylate). Run at temperature 80 celsius, time 4 hour. Product: C(C1=CC=CC=C1)OC(=O)N1CC(N(CC1)CC1=CC=C(C=C1)C#N)CC1=CN=CN1 (1-(4′-Cyanobenzyl)imidazol-5-ylmethyl Piperazine-4-carboxylic Acid Benzyl Ester). As a reaction SMILES: [C:1]([C:3]1[CH:16]=[CH:15][C:6]([CH2:7]N2C(CCl)=CN=C2)=[CH:5][CH:4]=1)#[N:2].[CH:17]([N:20]([CH:23](C)C)CC)([CH3:19])[CH3:18].[N:26]1([C:32]([O:34][CH2:35][C:36]2[CH:41]=[CH:40][CH:39]=[CH:38][CH:37]=2)=[O:33])[CH2:31][CH2:30][NH:29][CH2:28][CH2:27]1.C(#[N:44])C>>[CH2:35]([O:34][C:32]([N:26]1[CH2:31][CH2:30][N:29]([CH2:7][C:6]2[CH:5]=[CH:4][C:3]([C:1]#[N:2])=[CH:16][CH:15]=2)[CH:28]([CH2:18][C:17]2[NH:20][CH:23]=[N:44][CH:19]=2)[CH2:27]1)=[O:33])[C:36]1[CH:41]=[CH:40][CH:39]=[CH:38][CH:37]=1. Procedure details: To an acetonitrile solution of 1-(4′-cyanobenzyl)-5-chloromethylimidazole (7.45 mmol), prepared as described in Example 1, Step 4, and diisopropylethyl amine (22.4 mmol) was added 1-benzyl 1-piperazine carboxylate (10.4 mmol). This solution was stirred for 4.0 hours at 80° C. The product was isolated after silica column purification. The reactants are CCCCN(CCCC)CCCC, COc1ccc(N=C=O)cc1, CC(=O)[O-], CO, [NH4+], O=P([O-])([O-])OP(=O)([O-])OP(=O)([O-])OP(=O)([O-])[O-], CN(C)C=O, O. Product: COc1ccc(NC(N)=O)cc1. RXN SMILES: [CH3:18][CH2:19][CH2:20][CH2:21][N:22]([CH2:23][CH2:24][CH2:25][CH3:26])[CH2:27][CH2:28][CH2:29][CH3:30].[CH3:31][O:32][c:33]1[cH:34][cH:35][c:36]([N:39]=[C:40]=[O:41])[cH:37][cH:38]1.[CH3:43][C:44](=[O:45])[O-:46].[CH3:48][OH:49].[NH4+:42].[O-:1][P:2]([O:3][P:4]([O:5][P:6]([O:7][P:8]([O-:9])([O-:10])=[O:11])([O-:12])=[O:13])([O-:14])=[O:15])(=[O:16])[O-:17].[O:50]=[CH:51][N:52]([CH3:53])[CH3:54].[OH2:47]>>[NH2:22][C:40]([NH:39][c:36]1[cH:35][cH:34][c:33]([O:32][CH3:31])[cH:38][cH:37]1)=[O:41]. Reactants: BrC1=CC(=C(C(=O)O)C=C1)C=CC1=CC(=CC=C1)Br (4-Bromo-2-[2-[3-bromophenyl]ethenyl]benzoic acid), [H][H] (hydrogen). The reagents and catalysts are [Pt](=O)=O (platinum(iv)oxide). The solvent is C1(=CC=CC=C1)C (toluene). Yields the product BrC1=CC(=C(C(=O)O)C=C1)CCC1=CC(=CC=C1)Br (4-Bromo-2-[2-[3-bromophenyl]ethyl]benzoic acid). RXN SMILES: [Br:1][C:2]1[CH:10]=[CH:9][C:5]([C:6]([OH:8])=[O:7])=[C:4]([CH:11]=[CH:12][C:13]2[CH:18]=[CH:17][CH:16]=[C:15]([Br:19])[CH:14]=2)[CH:3]=1.[H][H]>C1(C)C=CC=CC=1.[Pt](=O)=O>[Br:1][C:2]1[CH:10]=[CH:9][C:5]([C:6]([OH:8])=[O:7])=[C:4]([CH2:11][CH2:12][C:13]2[CH:18]=[CH:17][CH:16]=[C:15]([Br:19])[CH:14]=2)[CH:3]=1. Procedure details: The product from step (iii) (8.5 g) and platinum(iv)oxide (0.87 g) in toluene (150 ml) was stirred under 1 atmosphere of hydrogen for 72 hours. The mixture was filtered and the filtrate evaporated under reduced pressure. Yield 6. 1 g. The reactants are ClCl (chlorine), OC1=C2CCC(NC2=CC=C1)=O (5-hydroxy-3,4-dihydrocarbostyril), O (water). Solvent: C(C)(=O)O (acetic acid), C(C)(=O)O (acetic acid). Reaction conditions: time 3 hour. The product is ClC=1C(=C2CCC(NC2=CC1)=O)O (6-chloro-5-hydroxy-3,4-dihydrocarbostyril). RXN SMILES: [OH:1][C:2]1[CH:11]=[CH:10][CH:9]=[C:8]2[C:3]=1[CH2:4][CH2:5][C:6](=[O:12])[NH:7]2.[Cl:13]Cl.O>C(O)(=O)C>[Cl:13][C:11]1[C:2]([OH:1])=[C:3]2[C:8](=[CH:9][CH:10]=1)[NH:7][C:6](=[O:12])[CH2:5][CH2:4]2. Procedure: 16.4 Grams of 5-hydroxy-3,4-dihydrocarbostyril are dissolved in 300 ml of acetic acid. This solution is stirred at room temperature, and 50 ml of acetic acid solution containing 7 g of chlorine are added dropwise and the reaction is continued for 3 hours with stirring The reaction mixture is poured into 500 ml of water and allowed to stand for 1 hour and the precipitate thus formed is separated by filtration, washed with water and then dried. Recrystallization from ethanolwater obtains 13.5 g of... Starting materials: C(C1=CC=CC=C1)=C1C(CCCC1)=O (2-benzylidenecyclohexanone). Reagents/catalysts: [Ni] (Raney nickel). The solvent is CO (methanol). Product: C(C1=CC=CC=C1)[C@@H]1[C@@H](CCCC1)O (cis-2-benzylcyclohexanol), C(C1=CC=CC=C1)[C@H]1[C@@H](CCCC1)O (trans-2-benzylcyclohexanol). Yield: 88.0%. RXN SMILES: [CH:1](=[C:8]1[CH2:13][CH2:12][CH2:11][CH2:10][C:9]1=[O:14])[C:2]1[CH:7]=[CH:6][CH:5]=[CH:4][CH:3]=1>[Ni].CO>[CH2:1]([C@H:8]1[CH2:13][CH2:12][CH2:11][CH2:10][C@H:9]1[OH:14])[C:2]1[CH:7]=[CH:6][CH:5]=[CH:4][CH:3]=1.[CH2:1]([C@@H:8]1[CH2:13][CH2:12][CH2:11][CH2:10][C@H:9]1[OH:14])[C:2]1[CH:7]=[CH:6][CH:5]=[CH:4][CH:3]=1. Procedure: Then, 10 g of 2-benzylidenecyclohexanone were hydrogenated at room temperature using 1 g of Raney nickel in methanol under hydrogen pressure (3 kg/cm2) until the absorption of hydrogen was stopped. After an organic layer was collected by decantation and concentrated, the residue was purified by column chromatography, thereby obtaining 4.6 g of cis-2-benzylcyclohexanol and 4.4 g of trans-2-benzylcyclohexanol (yield: 88% in total).